describe an organic reaction: reactants, conditions, products, and yield From a dataset of the Open Reaction Database (ORD), a public repository of structured organic reaction records. Reactants: C1(=CC=CC=C1)C1C(CCC1)NC(C)=O (N-(2-Phenyl-cyclopentyl)-acetamide), ClS(=O)(=O)O (chloro sulfonic acid). Run in ClCCl (dichloromethane). Product: C(C)(=O)N[C@H]1[C@@H](CCC1)C1=CC=C(C=C1)S(=O)(=O)Cl (Trans-4-(2-acetylamino-cyclopentyl)-benzenesulfonyl chloride). Reaction SMILES: [C:1]1([CH:7]2[CH2:11][CH2:10][CH2:9][CH:8]2[NH:12][C:13](=[O:15])[CH3:14])[CH:6]=[CH:5][CH:4]=[CH:3][CH:2]=1.[Cl:16][S:17](O)(=[O:19])=[O:18]>ClCCl>[C:13]([NH:12][C@@H:8]1[CH2:9][CH2:10][CH2:11][C@H:7]1[C:1]1[CH:6]=[CH:5][C:4]([S:17]([Cl:16])(=[O:19])=[O:18])=[CH:3][CH:2]=1)(=[O:15])[CH3:14]. Procedure: 4.7 g of the crude product of example 2a were dissolved in 90 ml of dichloromethane. To this mixture 5.4 ml of chloro sulfonic acid were added drop by drop under stirring at room temperature. The reaction mixture was heated at 50° C. for 1 hour and, after cooling to room temperature, triturated with 70 ml of ice water. After separating the organic layer was dried over sodium sulfate and evaporated to dryness yielding 4.4 g of the crude product.